Dataset: the Open Reaction Database (ORD), a public repository of structured organic reaction records. Task: describe an organic reaction: reactants, conditions, products, and yield The reactants are C(c1cccn2ccnc12)=O, CC1=CN=C(C=C1)N, [C-]#[N+]C1CCCCC1. The reagents and catalysts are O=C(O)C(F)(F)F (trifluoroacetic acid). Solvent: CC(C)O (isopropyl alcohol), CC(C)O (isopropylalcohol). Run at temperature 22 celsius, time 20 hour. Yields the product Cc1ccc2nc(c3cccn4ccnc34)c(NC3CCCCC3)n2c1. Isolated yield 80.5%. Reaction SMILES: CC1=CC=C(N)N=C1.[C-]#[N+]C1CCCCC1.O=CC1=CC=CN2C=CN=C12>>CC1=CN2C(C=C1)=NC(=C2NC1CCCCC1)C1=CC=CN2C=CN=C12. The reactants are CC(=O)O[BH-](OC(C)=O)OC(C)=O, CC(=O)O, O=Cc1ccc(OCCCN2CCCCC2)cc1, [Na+], [Na+], [OH-], OCCC1CCNCC1. Product: OCCC1CCN(Cc2ccc(OCCCN3CCCCC3)cc2)CC1. Reaction SMILES: [C:28]([O:29][BH-:30]([O:31][C:32](=[O:33])[CH3:34])[O:35][C:36](=[O:37])[CH3:38])(=[O:39])[CH3:40].[CH3:44][C:45](=[O:46])[OH:47].[N:1]1([CH2:7][CH2:8][CH2:9][O:10][c:11]2[cH:12][cH:13][c:14]([CH:15]=[O:16])[cH:17][cH:18]2)[CH2:2][CH2:3][CH2:4][CH2:5][CH2:6]1.[Na+:41].[Na+:43].[OH-:42].[OH:19][CH2:20][CH2:21][CH:22]1[CH2:23][CH2:24][NH:25][CH2:26][CH2:27]1>>[N:1]1([CH2:7][CH2:8][CH2:9][O:10][c:11]2[cH:12][cH:13][c:14]([CH2:15][N:25]3[CH2:24][CH2:23][CH:22]([CH2:21][CH2:20][OH:19])[CH2:27][CH2:26]3)[cH:17][cH:18]2)[CH2:2][CH2:3][CH2:4][CH2:5][CH2:6]1. Reactants: Nc1ccc(Br)cc1[N+](=O)[O-], O=C([O-])[O-], Cn1cc(B2OC(C)(C)C(C)(C)O2)cn1, [Na+], [Na+], O. The product is Cn1cc(-c2ccc(N)c([N+](=O)[O-])c2)cn1. Reaction SMILES: [Br:1][c:2]1[cH:3][c:4]([N+:9](=[O:10])[O-:11])[c:5]([NH2:6])[cH:7][cH:8]1.[C:27](=[O:28])([O-:29])[O-:30].[CH3:12][n:13]1[n:14][cH:15][c:16]([B:18]2[O:19][C:20]([CH3:21])([CH3:22])[C:23]([CH3:24])([CH3:25])[O:26]2)[cH:17]1.[Na+:31].[Na+:32].[OH2:33]>>[c:2]1(-[c:16]2[cH:15][n:14][n:13]([CH3:12])[cH:17]2)[cH:3][c:4]([N+:9](=[O:10])[O-:11])[c:5]([NH2:6])[cH:7][cH:8]1.